This data is from the Open Reaction Database (ORD), a public repository of structured organic reaction records. The task is: describe an organic reaction: reactants, conditions, products, and yield Starting materials: ClC(C(=O)NC1=C(CC2=NC=CC3=CC=CC=C23)C=CC(=C1OC)OC)C (1-(2-[2-chloro-propionyl] amino-3,4-dimethoxybenzyl) isoquinoline), C(C)(C)N (isopropylamine). Product: C(C)(C)NC(C(=O)NC1=C(CC2=NC=CC3=CC=CC=C23)C=CC(=C1OC)OC)C (1-(2[2-isopropylamino-propionyl] amino-3,4-dimethoxybenzyl) isoquinoline). Reaction SMILES: Cl[CH:2]([CH3:27])[C:3]([NH:5][C:6]1[C:22]([O:23][CH3:24])=[C:21]([O:25][CH3:26])[CH:20]=[CH:19][C:7]=1[CH2:8][C:9]1[C:18]2[C:13](=[CH:14][CH:15]=[CH:16][CH:17]=2)[CH:12]=[CH:11][N:10]=1)=[O:4].[CH:28]([NH2:31])([CH3:30])[CH3:29]>>[CH:28]([NH:31][CH:2]([CH3:27])[C:3]([NH:5][C:6]1[C:22]([O:23][CH3:24])=[C:21]([O:25][CH3:26])[CH:20]=[CH:19][C:7]=1[CH2:8][C:9]1[C:18]2[C:13](=[CH:14][CH:15]=[CH:16][CH:17]=2)[CH:12]=[CH:11][N:10]=1)=[O:4])([CH3:30])[CH3:29]. Procedure: Following the procedure of Example 1, but reacting 1-(2-[2-chloro-propionyl] amino-3,4-dimethoxybenzyl) isoquinoline with isopropylamine, there is obtained 1-(2[2-isopropylamino-propionyl] amino-3,4-dimethoxybenzyl) isoquinoline. Reactants: ClC=1C=C2C(CN=C(C2=CC1)SC)C1=CC=C(C=C1)[N+](=O)[O-] (6-chloro-1-methylthio-4-(4-nitrophenyl)-3,4-dihydroisoquinoline), N (ammonia), 20. The solvent is C(C)(=O)OCC (ethyl acetate). Run at time 15 hour. Product: NC1=NCC(C2=CC(=CC=C12)Cl)C1=CC=C(C=C1)[N+](=O)[O-] (1-Amino-6-chloro-4-(4-nitrophenyl)-3,4-dihydroisoquinoline). RXN SMILES: [Cl:1][C:2]1[CH:3]=[C:4]2[C:9](=[CH:10][CH:11]=1)[C:8](SC)=[N:7][CH2:6][CH:5]2[C:14]1[CH:19]=[CH:18][C:17]([N+:20]([O-:22])=[O:21])=[CH:16][CH:15]=1.[NH3:23]>C(OCC)(=O)C>[NH2:23][C:8]1[C:9]2[C:4](=[CH:3][C:2]([Cl:1])=[CH:11][CH:10]=2)[CH:5]([C:14]2[CH:19]=[CH:18][C:17]([N+:20]([O-:22])=[O:21])=[CH:16][CH:15]=2)[CH2:6][N:7]=1. Reported procedure: A solution of 0.45 g of 6-chloro-1-methylthio-4-(4-nitrophenyl)-3,4-dihydroisoquinoline and 30 ml of ammonia-saturated THF solution was heated in an autoclave at 80° C. for 10 hours and then at 12° C. for a further 15 hours. Subsequent MPLC on an MPRC cartridge and a mixture of 20 parts by volume of ethyl acetate:10 parts by volume of n-heptane:3 parts by volume of glacial acetic acid leads to elution of starting material (6-chloro-1-methylthio-4-(4-nitrophenyl)-3,4-dihydroisoquinoline). Subsequ... The reactants are O=CO, CCOC(=O)N=NC(=O)OCC, C1CCOC1, COC(=O)C(=C(C)C)N1C(=O)C(C(C)O)C1SC, c1ccc(P(c2ccccc2)c2ccccc2)cc1. The product is COC(=O)C(=C(C)C)N1C(=O)C(C(C)OC=O)C1SC. As a reaction SMILES: [CH:20](=[O:21])[OH:22].[O:41]=[C:42]([O:43][CH2:44][CH3:45])[N:46]=[N:47][C:48]([O:49][CH2:50][CH3:51])=[O:52].[O:53]1[CH2:54][CH2:55][CH2:56][CH2:57]1.[OH:23][CH:24]([CH3:25])[CH:26]1[C:27](=[O:40])[N:28]([C:32]([C:33](=[O:34])[O:35][CH3:36])=[C:37]([CH3:38])[CH3:39])[CH:29]1[S:30][CH3:31].[c:1]1([P:2]([c:3]2[cH:4][cH:5][cH:6][cH:7][cH:8]2)[c:9]2[cH:10][cH:11][cH:12][cH:13][cH:14]2)[cH:15][cH:16][cH:17][cH:18][cH:19]1>>[CH:20](=[O:21])[O:22][CH:24]([CH3:25])[CH:26]1[C:27](=[O:40])[N:28]([C:32]([C:33](=[O:34])[O:35][CH3:36])=[C:37]([CH3:38])[CH3:39])[CH:29]1[S:30][CH3:31]. Starting materials: O=C(CCc1ccccc1)NCC(=O)N1c2ccccc2N(Cc2ccccc2)C(=O)C2CCCC21, CCOCC. Yields the product CC(=O)N(CC(=O)N1c2ccccc2N(Cc2ccccc2)C(=O)C2CCCC21)C(=O)CCc1ccccc1. RXN SMILES: [CH2:1]([c:2]1[cH:3][cH:4][cH:5][cH:6][cH:7]1)[N:8]1[c:9]2[c:10]([cH:33][cH:34][cH:35][cH:36]2)[N:11]([C:19]([CH2:20][NH:21][C:22]([CH2:23][CH2:24][c:25]2[cH:26][cH:27][cH:28][cH:29][cH:30]2)=[O:31])=[O:32])[CH:12]2[CH:13]([C:14]1=[O:15])[CH2:16][CH2:17][CH2:18]2.[CH3:37][CH2:38][O:39][CH2:40][CH3:41]>>[CH2:1]([c:2]1[cH:3][cH:4][cH:5][cH:6][cH:7]1)[N:8]1[c:9]2[c:10]([cH:33][cH:34][cH:35][cH:36]2)[N:11]([C:19]([CH2:20][N:21]([C:22]([CH2:23][CH2:24][c:25]2[cH:26][cH:27][cH:28][cH:29][cH:30]2)=[O:31])[C:38]([CH3:37])=[O:39])=[O:32])[CH:12]2[CH:13]([C:14]1=[O:15])[CH2:16][CH2:17][CH2:18]2.